From a dataset of the Open Reaction Database (ORD), a public repository of structured organic reaction records. describe an organic reaction: reactants, conditions, products, and yield Reactants: [Li]CCCC (n-BuLi), hexanes, [Si](C)(C)(C(C)(C)C)OCCC(OC1OCCCC1)C1=C(N=C(S1)Cl)Cl (5-(3-((tert-butyldimethylsilyl)oxy)-1-((tetrahydro-2H-pyran-2-yl)oxy)propyl)-2,4-dichlorothiazole). The solvent is C1CCOC1 (THF). Conditions: temperature -78 celsius, time 45 minute. Product: [Si](C)(C)(C(C)(C)C)OCCC(OC1OCCCC1)C1=C(N=CS1)Cl (5-(3-((tert-Butyldimethylsilyl)oxy)-1-((tetrahydro-2H-pyran-2-yl)oxy)propyl)-4-chlorothiazole). As a reaction SMILES: [Li]CCCC.[Si:6]([O:13][CH2:14][CH2:15][CH:16]([C:24]1[S:28][C:27](Cl)=[N:26][C:25]=1[Cl:30])[O:17][CH:18]1[CH2:23][CH2:22][CH2:21][CH2:20][O:19]1)([C:9]([CH3:12])([CH3:11])[CH3:10])([CH3:8])[CH3:7]>C1COCC1>[Si:6]([O:13][CH2:14][CH2:15][CH:16]([C:24]1[S:28][CH:27]=[N:26][C:25]=1[Cl:30])[O:17][CH:18]1[CH2:23][CH2:22][CH2:21][CH2:20][O:19]1)([C:9]([CH3:12])([CH3:10])[CH3:11])([CH3:7])[CH3:8]. Procedure: At −78° C., a soln. of n-BuLi in hexanes (2.2 M, 9.6 mL, 21.0 mmol) was added to a soln. of 5-(3-((tert-butyldimethylsilyl)oxy)-1-((tetrahydro-2H-pyran-2-yl)oxy)propyl)-2,4-dichlorothiazole (6.89 g, 16.2 mmol) in THF (125 mL). The mixture was stirred at −78° C. for 45 min, then, quenched by the addition of aq. sat. NaHCO3 and extracted with EtOAc. The comb. org. layers were washed with brine, dried over MgSO4, and conc. in vacuo. Purification by means of CC (2-20% EtOAc/Hept) provided the produc... The reactants are FC1=C[C@H]2[C@@H]3CC[C@](C(C)=O)([C@]3(CC[C@H]2[C@@]2(C3C(C(C=C12)=O)C3)C)C)O (6-fluoro-17α-hydroxy-1,2-methylene-9β,10α-pregna-4,6-diene-3,20-dione), CN(C=O)C (dimethylformamide). Reagents/catalysts: [Ag]=O (silver oxide). The solvent is CI (methyliodide). Product: FC1=C[C@H]2[C@@H]3CC[C@](C(C)=O)([C@]3(CC[C@H]2[C@@]2(C3C(C(C=C12)=O)C3)C)C)OC (6-fluoro-17α-methoxy-1,2-methylene-9β,10α-pregna-4,6-diene-3,20-dione). Reaction SMILES: [F:1][C:2]1[C:21]2[C@@:16]([CH3:24])([CH:17]3[CH2:23][CH:18]3[C:19](=[O:22])[CH:20]=2)[C@H:15]2[C@H:4]([C@H:5]3[C@:12]([CH3:25])([CH2:13][CH2:14]2)[C@@:8]([OH:26])([C:9](=[O:11])[CH3:10])[CH2:7][CH2:6]3)[CH:3]=1.[CH3:27]N(C)C=O>CI.[Ag]=O>[F:1][C:2]1[C:21]2[C@@:16]([CH3:24])([CH:17]3[CH2:23][CH:18]3[C:19](=[O:22])[CH:20]=2)[C@H:15]2[C@H:4]([C@H:5]3[C@:12]([CH3:25])([CH2:13][CH2:14]2)[C@@:8]([O:26][CH3:27])([C:9](=[O:11])[CH3:10])[CH2:7][CH2:6]3)[CH:3]=1. Procedure details: A solution of 0.35 g of 6-fluoro-17α-hydroxy-1,2-methylene-9β,10α-pregna-4,6-diene-3,20-dione in 35 ml of dimethylformamide and 17.5 ml of methyliodide is stirred at 20°C for 70 hours in the presence of 3.5 g of silver oxide. Then the solid substance is filtered off and the filtrate is extracted subsequent to decanting in water, from methylene chloride and the resultant extract is evaporated to dryness after having been washed to neutral and subsequent to drying. The residue yields, subsequent t... Reactants: FC1=C(C=CC(=C1)F)N=C=O (2,4-Difluorophenyl isocyanate), NC1=C(C=C(OC2=CC=NC3=CC(=C(C=C23)OC)O)C=C1)F (4-(4-Amino-3-fluorophenoxy)-6-methoxy-7-quinolinol), CO (Methanol). The solvent is CN(C=O)C (N,N-dimethylformamide), C(Cl)(Cl)Cl (chloroform). Conditions: time 3 hour. Product: FC1=C(C=CC(=C1)F)NC(=O)NC1=C(C=C(C=C1)OC1=CC=NC2=CC(=C(C=C12)OC)O)F (N-(2,4-Difluorophenyl)-N′-{-2-fluoro-4-[(7-hydroxy-6-methoxy-4-quinolyl)oxy]phenyl}-urea). Reaction SMILES: [NH2:1][C:2]1[CH:21]=[CH:20][C:5]([O:6][C:7]2[C:16]3[C:11](=[CH:12][C:13]([OH:19])=[C:14]([O:17][CH3:18])[CH:15]=3)[N:10]=[CH:9][CH:8]=2)=[CH:4][C:3]=1[F:22].[F:23][C:24]1[CH:29]=[C:28]([F:30])[CH:27]=[CH:26][C:25]=1[N:31]=[C:32]=[O:33].CO>C(Cl)(Cl)Cl.CN(C)C=O>[F:23][C:24]1[CH:29]=[C:28]([F:30])[CH:27]=[CH:26][C:25]=1[NH:31][C:32]([NH:1][C:2]1[CH:21]=[CH:20][C:5]([O:6][C:7]2[C:16]3[C:11](=[CH:12][C:13]([OH:19])=[C:14]([O:17][CH3:18])[CH:15]=3)[N:10]=[CH:9][CH:8]=2)=[CH:4][C:3]=1[F:22])=[O:33]. Procedure details: 4-(4-Amino-3-fluorophenoxy)-6-methoxy-7-quinolinol (70 mg) was dissolved in chloroform (1.5 ml) and N,N-dimethylformamide (1 ml). 2,4-Difluorophenyl isocyanate (43 mg) was then added to the solution, and a reaction was allowed to proceed at room temperature for 3 hr. Methanol was added to the reaction solution. The solvent was removed by distillation under the reduced pressure. The residue was purified by thin-layer chromatography on silica gel by development with chloroform/methanol (20/1) to q... Reactants: C(#N)C=1C=C(C=CC1)C1=C(C=CC(=C1)[N+](=O)[O-])OC (2-(3-cyanophenyl)-4-nitroanisole). Solvent: C1CCOC1 (THF), ClCCl (dichloromethane). The product is NCC=1C=C(C=CC1)C1=C(C=CC(=C1)[N+](=O)[O-])OC (2-(3-aminomethylphenyl)-4-nitroanisole). RXN SMILES: [C:1]([C:3]1[CH:4]=[C:5]([C:9]2[CH:14]=[C:13]([N+:15]([O-:17])=[O:16])[CH:12]=[CH:11][C:10]=2[O:18][CH3:19])[CH:6]=[CH:7][CH:8]=1)#[N:2]>C1COCC1.ClCCl>[NH2:2][CH2:1][C:3]1[CH:4]=[C:5]([C:9]2[CH:14]=[C:13]([N+:15]([O-:17])=[O:16])[CH:12]=[CH:11][C:10]=2[O:18][CH3:19])[CH:6]=[CH:7][CH:8]=1. Procedure: 2-(3-cyanophenyl)-4-nitroanisole (8.0 g) from Example 111, part a, was dissolved in THF (200 mL) and purged with nitrogen. A 11.0M solution of borane in THF (135 mL) was then added, and the reaction was heated at reflux for 4 hours. When the reaction was complete, the mixture was cooled to room temperature and 4.0N HCl in dioxane (25 mL) was added dropwise over 30 minutes. Methanol (200 mL) was slowly added to the acidified solution, and the solvent was removed in vacuo. The resulting gum was re... Product: C(C1=CC=C(C(=O)[O-])C=C1)(=O)[O-].C(CCCCC(=O)[O-])(=O)[O-] (Terephthalate Adipate). Reaction SMILES: [C:1]([O-:10])(=[O:9])[CH2:2][CH2:3][CH2:4][CH2:5][C:6]([O-:8])=[O:7].[CH3:11][C:12](NC1C=CC(NC2C3C(C4C(C(=O)C=3C(N)=C(S(O)(=O)=O)C=2)=CC=CC=4)=O)=CC=1)=O.[Na+]>>[C:1]([O-:10])(=[O:9])[C:2]1[CH:12]=[CH:11][C:5]([C:6]([O-:8])=[O:7])=[CH:4][CH:3]=1.[C:1]([O-:10])(=[O:9])[CH2:2][CH2:3][CH2:4][CH2:5][C:6]([O-:8])=[O:7] |f:1.2,3.4|. Procedure: This material is then spun to a 14-filament yarn at a block temperature of 249°C. at a windup speed of 119 yards (108.8 meters) per minute. The yarn has a relative viscosity of 14.4 and contains 0.057% nitrogen and 6 mole % adipate units. The yarn is drawn 5.6X with a feed roll temperature of 68°C. and a draw roll temperature of 90°C. After relaxing at 180°C. for 5 minutes, the yarn has a tenacity of 2.5 grams per denier and an elongation of 51%. The relaxed yarn dyes to a medium shade when dyed... Run at time 5 minute. The reactants are 14.4, CC(=O)NC1=CC=C(C=C1)NC2=CC(=C(C3=C2C(=O)C4=CC=CC=C4C3=O)N)S(=O)(=O)O.[Na+] (Acid Blue 40), C(CCCCC(=O)[O-])(=O)[O-] (adipate), 5.6X. Starting materials: BrC1=CC(=C(C=C1)CC(=O)O)F (2-(4-bromo-2-fluorophenyl)acetic acid), S(=O)(Cl)Cl (sulfurous dichloride), CN(C)C=O (DMF). The solvent is CC(OCC)=O (EA). Run at temperature 60 celsius, time 2 hour. The product is BrC1=CC(=C(C=C1)CC(=O)Cl)F (2-(4-bromo-2-fluorophenyl)acetyl chloride). The yield is 97.0%. RXN SMILES: [Br:1][C:2]1[CH:7]=[CH:6][C:5]([CH2:8][C:9](O)=[O:10])=[C:4]([F:12])[CH:3]=1.S(Cl)([Cl:15])=O.CN(C=O)C>CC(=O)OCC>[Br:1][C:2]1[CH:7]=[CH:6][C:5]([CH2:8][C:9]([Cl:15])=[O:10])=[C:4]([F:12])[CH:3]=1. Reported procedure: To a solution of 2-(4-bromo-2-fluorophenyl)acetic acid (0.1 g, 0.429 mmol) in sulfurous dichloride (5 mL, 0.429 mmol) was added DMF (3.32 μL, 0.043 mmol). The resulting mixture was stirred at 60° C. After 2 h, TLC analysis (PE/EA=1/1) showed the starting material had disappeared. The solvent was removed in vacuo to give 2-(4-bromo-2-fluorophenyl)acetyl chloride (110 mg, 0.416 mmol, 97% yield). A solution of 2-(4-bromo-2-fluorophenyl)acetyl chloride (110 mg, 0.437 mmol) in THF (5 mL) was added to...